Task: describe an organic reaction: reactants, conditions, products, and yield. Dataset: the Open Reaction Database (ORD), a public repository of structured organic reaction records Starting materials: C(C(=C)C)(=O)Cl (methacryloyl chloride), OC1=C(C=CC=C1)NS(=O)(=O)C (N-(2-hydroxyphenyl)methanesulfonamide). The solvent is C(Cl)Cl (methylene chloride), C(Cl)Cl (methylene chloride). Conditions: time 2 hour. The product is C(C(=C)C)(=O)OC1=C(C=CC=C1)NS(=O)(=O)C (N-(2-Methacryloyloxyphenyl)-methanesulfonamide). As a reaction SMILES: [OH:1][C:2]1[CH:7]=[CH:6][CH:5]=[CH:4][C:3]=1[NH:8][S:9]([CH3:12])(=[O:11])=[O:10].[C:13](Cl)(=[O:17])[C:14]([CH3:16])=[CH2:15]>C(Cl)Cl>[C:13]([O:1][C:2]1[CH:7]=[CH:6][CH:5]=[CH:4][C:3]=1[NH:8][S:9]([CH3:12])(=[O:11])=[O:10])(=[O:17])[C:14]([CH3:16])=[CH2:15]. Procedure details: To a solution of 10.12 g (0.10 mol) of triethylamie, 18.72 g (0.10 mol) of N-(2-hydroxyphenyl)methanesulfonamide and 300 ml of methylene chloride cooled to 0° C. was added a solution of 10.45 g (0.10 mol) of methacryloyl chloride in 100 ml of methylene chloride over a 15-minute period. After stirring 2 hours at reduced temperature, the solution was washed three times with water, dried over magnesium sulfate and concentrated to an oil. On cooling and scratching, the oil crystallized. Recrystalliz... Reactants: [Ag+], CCOC(C)=O, Nc1ccc(F)c(Cl)c1, Cn1ccc2c(Cl)ncnc21, CN(C)C=O, O=S(=O)([O-])C(F)(F)F. Yields the product Cn1ccc2c(Nc3ccc(F)c(Cl)c3)ncnc21. Reaction SMILES: [Ag+:40].[CH3:26][CH2:27][O:28][C:29](=[O:30])[CH3:31].[Cl:12][c:13]1[cH:14][c:15]([NH2:20])[cH:16][cH:17][c:18]1[F:19].[Cl:1][c:2]1[c:3]2[c:4]([n:5][cH:6][n:7]1)[n:8]([CH3:11])[cH:9][cH:10]2.[O:21]=[CH:22][N:23]([CH3:24])[CH3:25].[S:32]([O-:33])([C:34]([F:35])([F:36])[F:37])(=[O:38])=[O:39]>>[c:2]1([NH:20][c:15]2[cH:14][c:13]([Cl:12])[c:18]([F:19])[cH:17][cH:16]2)[c:3]2[c:4]([n:5][cH:6][n:7]1)[n:8]([CH3:11])[cH:9][cH:10]2. Procedure details: (2S,3S,E)-tert-Butyl 3-((S)-3-(4-(but-2-ynyloxy)phenyl)-1-(2-hydroxyethylamino)-1-oxopropan-2-ylcarbamoyl)-11-(2-heptyl-1,3-dioxolan-2-yl)-2-hydroxy-2-(2-methoxyethyl)undec-4-enoate (11.3 mg, 0.014 mmol) was dissolved in dichloromethane (0.5 mL), and water (50 μL) was added. Trifluoroacetic acid (1.5 mL) was further added. The reaction mixture was stirred at room temperature for 5 hours, and then concentrated. The resulting residue was dissolved in methanol (1.0 mL). To the solution was added an... Reaction conditions: time 5 hour. The yield is 80.0%. As a reaction SMILES: [CH2:1]([O:5][C:6]1[CH:11]=[CH:10][C:9]([CH2:12][C@H:13]([NH:20][C:21]([C@@H:23](/[CH:37]=[CH:38]/[CH2:39][CH2:40][CH2:41][CH2:42][CH2:43][CH2:44][C:45]2([CH2:50][CH2:51][CH2:52][CH2:53][CH2:54][CH2:55][CH3:56])OCC[O:46]2)[C@@:24]([OH:36])([CH2:32][CH2:33][O:34][CH3:35])[C:25]([O:27]C(C)(C)C)=[O:26])=[O:22])[C:14]([NH:16][CH2:17][CH2:18][OH:19])=[O:15])=[CH:8][CH:7]=1)[C:2]#[C:3][CH3:4].O.FC(F)(F)C(O)=O>ClCCl>[CH2:1]([O:5][C:6]1[CH:11]=[CH:10][C:9]([CH2:12][C@H:13]([NH:20][C:21]([C@@H:23](/[CH:37]=[CH:38]/[CH2:39][CH2:40][CH2:41][CH2:42][CH2:43][CH2:44][C:45](=[O:46])[CH2:50][CH2:51][CH2:52][CH2:53][CH2:54][CH2:55][CH3:56])[C@@:24]([OH:36])([CH2:32][CH2:33][O:34][CH3:35])[C:25]([OH:27])=[O:26])=[O:22])[C:14](=[O:15])[NH:16][CH2:17][CH2:18][OH:19])=[CH:8][CH:7]=1)[C:2]#[C:3][CH3:4]. Starting materials: O (water), C(C#CC)OC1=CC=C(C=C1)C[C@@H](C(=O)NCCO)NC(=O)[C@H]([C@](C(=O)OC(C)(C)C)(CCOC)O)\C=C\CCCCCCC1(OCCO1)CCCCCCC ((2S,3S,E)-tert-Butyl 3-((S)-3-(4-(but-2-ynyloxy)phenyl)-1-(2-hydroxyethylamino)-1-oxopropan-2-ylcarbamoyl)-11-(2-heptyl-1,3-dioxolan-2-yl)-2-hydroxy-2-(2-methoxyethyl)undec-4-enoate), FC(C(=O)O)(F)F (Trifluoroacetic acid). Yields the product C(C#CC)OC1=CC=C(C=C1)C[C@@H](C(NCCO)=O)NC(=O)[C@H]([C@](C(=O)O)(CCOC)O)\C=C\CCCCCCC(CCCCCCC)=O ((E)-(2S,3S)-3-[(S)-2-(4-but-2-ynyloxy-phenyl)-1-(2-hydroxy-ethylcarbamoyl)-ethylcarbamoyl]-2-hydroxy-2-(2-methoxy-ethyl)-12-oxo-nonadec-4-enoic acid). Run in ClCCl (dichloromethane). The reactants are FC=1C(=CC2=C(C1)C1(C(NC3=CC=CC=C13)=O)CO2)OC (5-fluoro-6-methoxyspiro[1-benzofuran-3,3′-indol]-2′(1′H)-one), BrCC1OCCCC1 (2-(bromomethyl)tetrahydro-2H-pyran), 5,6-dihydrospiro[benzo[1,2-b:5,4-b′]difuran-3,3′-indol]-2″(1′H)-one, C(C1=CC=CC=C1)Br (benzylbromide). The product is C(C1=CC=CC=C1)N1C(C2(C3=CC=CC=C13)COC1=C2C=C(C(=C1)OC)F)=O (1′-benzyl-5-fluoro-6-methoxyspiro[1-benzofuran-3,3′-indol]-2′(1′H)-one). As a reaction SMILES: [F:1][C:2]1[C:3]([O:20][CH3:21])=[CH:4][C:5]2[O:19][CH2:18][C:8]3([C:16]4[C:11](=[CH:12][CH:13]=[CH:14][CH:15]=4)[NH:10][C:9]3=[O:17])[C:6]=2[CH:7]=1.[CH2:22](Br)[C:23]1[CH:28]=[CH:27][CH:26]=[CH:25][CH:24]=1.BrCC1CCCCO1>>[CH2:22]([N:10]1[C:11]2[C:16](=[CH:15][CH:14]=[CH:13][CH:12]=2)[C:8]2([C:6]3[CH:7]=[C:2]([F:1])[C:3]([O:20][CH3:21])=[CH:4][C:5]=3[O:19][CH2:18]2)[C:9]1=[O:17])[C:23]1[CH:28]=[CH:27][CH:26]=[CH:25][CH:24]=1. Procedure: Following the procedure as described in EXAMPLE 4 and making non-critical variations using 5-fluoro-6-methoxyspiro[1-benzofuran-3,3′-indol]-2′(1′H)-one to replace 5,6-dihydrospiro[benzo[1,2-b:5,4-b′]difuran-3,3′-indol]-2″(1′H)-one, and benzylbromide to replace 2-(bromomethyl)tetrahydro-2H-pyran, 1′-benzyl-5-fluoro-6-methoxyspiro[1-benzofuran-3,3′-indol]-2′(1′H)-one was obtained (86%) as a colorless solid: mp 160-162° C.; 1H NMR (300 MHz, CDCl3) δ7.39-7.26 (m, 5H), 7.20 (ddd, J=7.6, 7.6, 1.2 Hz, ... The reactants are [NH4+].[Cl-] (NH4Cl), CC1=CC=CC=2SC=C(C21)CN2C(NC1=C2C=CC=C1)=O (1-(4-methyl-benzo[b]thiophen-3-ylmethyl)-1,3-dihydro-benzimidazol-2-one), C(=C)S(=O)(=O)N (ethenesulfonic acid amide), [OH-].[Na+] (NaOH). Solvent: O (water), C1CCOC1 (THF). Reaction conditions: temperature 65 celsius. The product is CC1=CC=CC=2SC=C(C21)CN2C(N(C1=C2C=CC=C1)CCS(=O)(=O)N)=O (2-[3-(4-Methyl-benzo[b]thiophen-3-ylmethyl)-2-oxo-2,3-dihydro-benzimidazol-1-yl]-ethanesulfonic acid amide). The yield is 45.4%. RXN SMILES: [CH3:1][C:2]1[C:10]2[C:9]([CH2:11][N:12]3[C:16]4[CH:17]=[CH:18][CH:19]=[CH:20][C:15]=4[NH:14][C:13]3=[O:21])=[CH:8][S:7][C:6]=2[CH:5]=[CH:4][CH:3]=1.[CH:22]([S:24]([NH2:27])(=[O:26])=[O:25])=[CH2:23].[OH-].[Na+].[NH4+].[Cl-]>C1COCC1.O>[CH3:1][C:2]1[C:10]2[C:9]([CH2:11][N:12]3[C:16]4[CH:17]=[CH:18][CH:19]=[CH:20][C:15]=4[N:14]([CH2:23][CH2:22][S:24]([NH2:27])(=[O:26])=[O:25])[C:13]3=[O:21])=[CH:8][S:7][C:6]=2[CH:5]=[CH:4][CH:3]=1 |f:2.3,4.5|. Procedure details: To the solution of 1-(4-methyl-benzo[b]thiophen-3-ylmethyl)-1,3-dihydro-benzimidazol-2-one (50 mg, 0.17 mmol) in THF (1.0 mL) are added ethenesulfonic acid amide (40 mg, 0.34 mmol) and solid NaOH (14 mg, 0.34 mmol). The mixture is warmed up to 65° C. for 24 hr and then saturated NH4Cl solution (5.0 mL) is added along with water (5.0 mL). The mixture is extracted with EtOAc (3×20 mL). The organic layers are combined, dried (Na2SO4) and concentrated to give crude product. Purification by preparati... Starting materials: ClCc1nnc2n1-c1ccc(Br)cc1C(c1ccccn1)=NC2, CCNO, CN(C)C=O, [H-], [Na+]. RXN SMILES: [Br:7][c:8]1[cH:9][cH:10][c:11]2[c:12]([cH:29]1)[C:13]([c:23]1[n:24][cH:25][cH:26][cH:27][cH:28]1)=[N:14][CH2:15][c:16]1[n:17]-2[c:18]([CH2:21][Cl:22])[n:19][n:20]1.[CH2:1]([CH3:2])[NH:3][OH:4].[CH3:30][N:31]([CH3:32])[CH:33]=[O:34].[H-:5].[Na+:6]>>[CH2:1]([CH3:2])[N:3]([OH:4])[CH2:21][c:18]1[n:17]2[c:16]([n:20][n:19]1)[CH2:15][N:14]=[C:13]([c:23]1[n:24][cH:25][cH:26][cH:27][cH:28]1)[c:12]1[c:11]-2[cH:10][cH:9][c:8]([Br:7])[cH:29]1. The product is CCN(O)Cc1nnc2n1-c1ccc(Br)cc1C(c1ccccn1)=NC2. Starting materials: O (water), ClC1=C(N=C(N1)C)C=O (5-chloro-2-methylimidazole-4-carbaldehyde), C([O-])([O-])=O.[K+].[K+] (potassium carbonate), ClC1=C(CBr)C=CC(=C1)I (2-chloro-4-iodobenzyl bromide). The solvent is [Cl-].[Na+].O (brine), CN(C=O)C (N,N-dimethylformamide). Conditions: time 2.5 hour. Product: ClC=1N=C(N(C1C=O)CC1=C(C=C(C=C1)I)Cl)C (4-chloro-1-(2-chloro-4-iodobenzyl)-2-methylimidazole-5-carbaldehyde). Reaction SMILES: [Cl:1][C:2]1[NH:6][C:5]([CH3:7])=[N:4][C:3]=1[CH:8]=[O:9].C(=O)([O-])[O-].[K+].[K+].[Cl:16][C:17]1[CH:24]=[C:23]([I:25])[CH:22]=[CH:21][C:18]=1[CH2:19]Br.O>CN(C)C=O.[Cl-].[Na+].O>[Cl:1][C:2]1[N:6]=[C:5]([CH3:7])[N:4]([CH2:19][C:18]2[CH:21]=[CH:22][C:23]([I:25])=[CH:24][C:17]=2[Cl:16])[C:3]=1[CH:8]=[O:9] |f:1.2.3,7.8.9|. Reported procedure: To a solution of 5-chloro-2-methylimidazole-4-carbaldehyde (433 mg) in N,N-dimethylformamide (4.3 ml) were added potassium carbonate powder (616 mg) and 2-chloro-4-iodobenzyl bromide (1.2 equivalents) under ice-cooling and the mixture was stirred at room temperature for 2.5 hr. To the reaction mixture were added water and saturated brine, and the resulting product was extracted twice with ethyl acetate. The organic layers were combined, washed with saturated brine, and dried over anhydrous magne... Starting materials: CCO, COc1cc(Cl)c(Cl)cc1NC(=O)C(C)(C)C, Cl. The product is COc1cc(Cl)c(Cl)cc1N. Reaction SMILES: [CH3:19][CH2:20][OH:21].[CH3:1][C:2]([CH3:3])([CH3:4])[C:16]([NH:5][c:6]1[c:7]([O:14][CH3:15])[cH:8][c:9]([Cl:13])[c:10]([Cl:12])[cH:11]1)=[O:17].[ClH:18]>>[NH2:5][c:6]1[c:7]([O:14][CH3:15])[cH:8][c:9]([Cl:13])[c:10]([Cl:12])[cH:11]1. The reactants are Brc1c(-c2ccccc2)nc2n1-c1cccnc1Nc1ccccc1-2, O=C([O-])O, CCO, CC(NC(=O)OC(C)(C)C)c1ccc(B2OC(C)(C)C(C)(C)O2)cc1, Cc1ccccc1, [Na+]. Product: CC(NC(=O)OC(C)(C)C)c1ccc(-c2c(-c3ccccc3)nc3n2-c2cccnc2Nc2ccccc2-3)cc1. RXN SMILES: [Br:1][c:2]1[c:3](-[c:20]2[cH:21][cH:22][cH:23][cH:24][cH:25]2)[n:4][c:5]2[n:6]1-[c:7]1[c:8]([n:16][cH:17][cH:18][cH:19]1)[NH:9][c:10]1[c:11]-2[cH:12][cH:13][cH:14][cH:15]1.[C:29](=[O:30])([OH:31])[O-:32].[CH3:26][CH2:27][OH:28].[CH3:34][C:35]1([CH3:36])[C:37]([CH3:38])([CH3:39])[O:40][B:41]([c:42]2[cH:43][cH:44][c:45]([CH:48]([CH3:49])[NH:50][C:51]([O:52][C:53]([CH3:54])([CH3:55])[CH3:56])=[O:57])[cH:46][cH:47]2)[O:58]1.[CH3:59][c:60]1[cH:61][cH:62][cH:63][cH:64][cH:65]1.[Na+:33]>>[c:2]1(-[c:42]2[cH:43][cH:44][c:45]([CH:48]([CH3:49])[NH:50][C:51]([O:52][C:53]([CH3:54])([CH3:55])[CH3:56])=[O:57])[cH:46][cH:47]2)[c:3](-[c:20]2[cH:21][cH:22][cH:23][cH:24][cH:25]2)[n:4][c:5]2[n:6]1-[c:7]1[c:8]([n:16][cH:17][cH:18][cH:19]1)[NH:9][c:10]1[c:11]-2[cH:12][cH:13][cH:14][cH:15]1. Product: CS(=O)(=O)C1=CC=C(C=C1)C1=CC=C(C=C1)C(C\C(=N/O)\C1=CC(=NC=C1)C)C1=C(C=CC=C1)C(F)(F)F ((E)-3-(4′-methanesulfonyl-biphenyl-4-yl)-1-(2-methyl-pyridin-4-yl)-3-(2-trifluoromethyl-phenyl)-propan-1-one oxime). Starting materials: CS(=O)(=O)C1=CC=C(C=C1)C1=CC=C(C=C1)C(CC(=O)C1=CC(=NC=C1)C)C1=C(C=CC=C1)C(F)(F)F (3-(4′-methanesulfonyl-biphenyl-4-yl)-1-(2-methyl-pyridin-4-yl)-3-(2-trifluoromethyl-phenyl)-propan-1-one), Cl.NO (hydroxylamine hydrochloride), C(=O)(O)[O-].[Na+] (NaHCO3). RXN SMILES: [CH3:1][S:2]([C:5]1[CH:10]=[CH:9][C:8]([C:11]2[CH:16]=[CH:15][C:14]([CH:17]([C:28]3[CH:33]=[CH:32][CH:31]=[CH:30][C:29]=3[C:34]([F:37])([F:36])[F:35])[CH2:18][C:19]([C:21]3[CH:26]=[CH:25][N:24]=[C:23]([CH3:27])[CH:22]=3)=O)=[CH:13][CH:12]=2)=[CH:7][CH:6]=1)(=[O:4])=[O:3].Cl.[NH2:39][OH:40].C([O-])(O)=O.[Na+]>>[CH3:1][S:2]([C:5]1[CH:10]=[CH:9][C:8]([C:11]2[CH:16]=[CH:15][C:14]([CH:17]([C:28]3[CH:33]=[CH:32][CH:31]=[CH:30][C:29]=3[C:34]([F:37])([F:36])[F:35])[CH2:18]/[C:19](/[C:21]3[CH:26]=[CH:25][N:24]=[C:23]([CH3:27])[CH:22]=3)=[N:39]\[OH:40])=[CH:13][CH:12]=2)=[CH:7][CH:6]=1)(=[O:4])=[O:3] |f:1.2,3.4|. Procedure details: In analogy to example 132, step 6, from 3-(4′-methanesulfonyl-biphenyl-4-yl)-1-(2-methyl-pyridin-4-yl)-3-(2-trifluoromethyl-phenyl)-propan-1-one and hydroxylamine hydrochloride in the presence of NaHCO3 was prepared the title compound as a white foam, MS (ESI+): m/z=539.2 ([M+H]+).